Dataset: the Open Reaction Database (ORD), a public repository of structured organic reaction records. Task: describe an organic reaction: reactants, conditions, products, and yield Reactants: 2C, C1(CC1)CCN1C(C(C2=CC=CC=C12)(C1=CC2=C(OCO2)C=C1O)O)=O (1-(2-cyclopropylethyl)-3-hydroxy-3-(6-hydroxy-1,3-benzodioxol-5-yl)-1,3-dihydro-2H-indol-2-one), C1(=CC=CC=C1)C(N1C(C(C2=CC=CC=C12)(C1=C(C=C(C=C1)OC(F)(F)F)O)O)=O)C1=CC=CC=C1 (1-(diphenylmethyl)-3-hydroxy-3-[2-hydroxy-4-(trifluoromethoxy)phenyl]-1,3-dihydro-2H-indol-2-one). Product: C1(=CC=CC=C1)C(N1C(C(C2=CC=CC=C12)C1=C(C=C(C=C1)OC(F)(F)F)O)=O)C1=CC=CC=C1 (1-(diphenylmethyl)-3-[2-hydroxy-4-(trifluoromethoxy)phenyl]-1,3-dihydro-2H-indol-2-one). Reaction SMILES: C1(CCN2C3C(=CC=CC=3)C(O)(C3C(O)=CC4OCOC=4C=3)C2=O)CC1.[C:27]1([CH:33]([C:57]2[CH:62]=[CH:61][CH:60]=[CH:59][CH:58]=2)[N:34]2[C:42]3[C:37](=[CH:38][CH:39]=[CH:40][CH:41]=3)[C:36](O)([C:43]3[CH:48]=[CH:47][C:46]([O:49][C:50]([F:53])([F:52])[F:51])=[CH:45][C:44]=3[OH:54])[C:35]2=[O:56])[CH:32]=[CH:31][CH:30]=[CH:29][CH:28]=1>>[C:27]1([CH:33]([C:57]2[CH:62]=[CH:61][CH:60]=[CH:59][CH:58]=2)[N:34]2[C:42]3[C:37](=[CH:38][CH:39]=[CH:40][CH:41]=3)[CH:36]([C:43]3[CH:48]=[CH:47][C:46]([O:49][C:50]([F:52])([F:53])[F:51])=[CH:45][C:44]=3[OH:54])[C:35]2=[O:56])[CH:28]=[CH:29][CH:30]=[CH:31][CH:32]=1. Procedure: Following the procedure as described in PREPARATION 2C, and making non-critical variations to replace 1-(2-cyclopropylethyl)-3-hydroxy-3-(6-hydroxy-1,3-benzodioxol-5-yl)-1,3-dihydro-2H-indol-2-one with 1-(diphenylmethyl)-3-hydroxy-3-[2-hydroxy-4-(trifluoromethoxy)phenyl]-1,3-dihydro-2H-indol-2-one, the title compound was obtained (82%): MS (ES+) m/z 498.4 (M+23). Starting materials: BrC(Br)(Br)Br, ClCCl, CCCN(C(CC)CO)S(=O)(=O)c1sc2ccc(Cl)cc2c1C, c1ccc(P(c2ccccc2)c2ccccc2)cc1. Yields the product CCCN(C(CC)CBr)S(=O)(=O)c1sc2ccc(Cl)cc2c1C. As a reaction SMILES: [C:24]([Br:25])([Br:26])([Br:27])[Br:28].[Cl:48][CH2:49][Cl:50].[OH:1][CH2:2][CH:3]([CH2:4][CH3:5])[N:6]([S:7](=[O:8])(=[O:9])[c:10]1[c:11]([CH3:20])[c:12]2[c:13]([s:14]1)[cH:15][cH:16][c:17]([Cl:19])[cH:18]2)[CH2:21][CH2:22][CH3:23].[c:29]1([P:30]([c:31]2[cH:32][cH:33][cH:34][cH:35][cH:36]2)[c:37]2[cH:38][cH:39][cH:40][cH:41][cH:42]2)[cH:43][cH:44][cH:45][cH:46][cH:47]1>>[CH2:2]([CH:3]([CH2:4][CH3:5])[N:6]([S:7](=[O:8])(=[O:9])[c:10]1[c:11]([CH3:20])[c:12]2[c:13]([s:14]1)[cH:15][cH:16][c:17]([Cl:19])[cH:18]2)[CH2:21][CH2:22][CH3:23])[Br:25]. The reactants are Cl (HCl), [H-].C(C(C)C)[Al+]CC(C)C (diisobutylaluminum hydride), CCCCCC (hexane), BrC=1C=CC=2C=CC3=CC(=CC=C3C2C1)COC(C)=O (3-bromo-7-(acetoxymethyl)-phenanthrene). The solvent is C1CCOC1 (THF), C(C)(=O)OCC (ethyl acetate). Conditions: time 30 minute. The product is BrC=1C=CC=2C=CC3=CC(=CC=C3C2C1)CO (3-Bromo-7-(hydroxymethyl)-phenanthrene). Yield: 99.4%. As a reaction SMILES: [Br:1][C:2]1[CH:3]=[CH:4][C:5]2[CH:6]=[CH:7][C:8]3[C:13]([C:14]=2[CH:15]=1)=[CH:12][CH:11]=[C:10]([CH2:16][O:17]C(=O)C)[CH:9]=3.[H-].C([Al+]CC(C)C)C(C)C.CCCCCC.Cl>C1COCC1.C(OCC)(=O)C>[Br:1][C:2]1[CH:3]=[CH:4][C:5]2[CH:6]=[CH:7][C:8]3[C:13]([C:14]=2[CH:15]=1)=[CH:12][CH:11]=[C:10]([CH2:16][OH:17])[CH:9]=3 |f:1.2|. Procedure details: A solution of 3-bromo-7-(acetoxymethyl)-phenanthrene (2.042 g, 6.20 mmol) in 50 ml of THF was cooled to 0° C. and a solution of diisobutylaluminum hydride in hexane (1.0M, 14 ml, 14 mmol) was added dropwise. After 30 minutes, the solution was cautiously hydrolyzed with 1N HCl and was then diluted with ethyl acetate and washed successively with 1N HCl, sat. NaHCO3, H2O, and brine. Drying (MgSO4) and evaporation gave 1.77 g (99%) of the title compound as a white solid which was used in the next re... Reactants: CCCCOCCOc1ccc(-c2ccc3c(c2)C=C(C(=O)O)CCCN3CC(C)C)cc1, CCOC(=O)CCCn1ccnc1CSc1ccc(N)cc1, CN(C)C=O, C1CCOC1, O, O=S(Cl)Cl, c1ccncc1. Product: CCCCOCCOc1ccc(-c2ccc3c(c2)C=C(C(=O)Nc2ccc(SCc4nccn4CCCC(=O)OCC)cc2)CCCN3CC(C)C)cc1. Reaction SMILES: [CH2:1]([CH2:2][CH2:3][CH3:4])[O:5][CH2:6][CH2:7][O:8][c:9]1[cH:10][cH:11][c:12](-[c:15]2[cH:16][cH:17][c:18]3[c:19]([cH:33]2)[CH:20]=[C:21]([C:30](=[O:31])[OH:32])[CH2:22][CH2:23][CH2:24][N:25]3[CH2:26][CH:27]([CH3:28])[CH3:29])[cH:13][cH:14]1.[NH2:43][c:44]1[cH:45][cH:46][c:47]([S:50][CH2:51][c:52]2[n:53]([CH2:57][CH2:58][CH2:59][C:60](=[O:61])[O:62][CH2:63][CH3:64])[cH:54][cH:55][n:56]2)[cH:48][cH:49]1.[O:34]=[CH:35][N:36]([CH3:37])[CH3:38].[O:65]1[CH2:66][CH2:67][CH2:68][CH2:69]1.[OH2:76].[S:39]([Cl:40])([Cl:41])=[O:42].[cH:70]1[cH:71][cH:72][n:73][cH:74][cH:75]1>>[CH2:1]([CH2:2][CH2:3][CH3:4])[O:5][CH2:6][CH2:7][O:8][c:9]1[cH:10][cH:11][c:12](-[c:15]2[cH:16][cH:17][c:18]3[c:19]([cH:33]2)[CH:20]=[C:21]([C:30](=[O:31])[NH:43][c:44]2[cH:45][cH:46][c:47]([S:50][CH2:51][c:52]4[n:53]([CH2:57][CH2:58][CH2:59][C:60](=[O:61])[O:62][CH2:63][CH3:64])[cH:54][cH:55][n:56]4)[cH:48][cH:49]2)[CH2:22][CH2:23][CH2:24][N:25]3[CH2:26][CH:27]([CH3:28])[CH3:29])[cH:13][cH:14]1. Starting materials: C1(=CC=CC=C1)CC(=O)N[C@H]1[C@@H]2N(C(C(S2=O)(C)C)C(=O)OCC(Cl)(Cl)Cl)C1=O (2,2,2-trichloroethyl 6β-phenylacetamido-2,2-dimethylpenam-3-carboxylate-1-oxide), ClN1C(CCC1=O)=O (N-chlorosuccinimide). The solvent is C1(=CC=CC=C1)C (toluene). Yields the product CC(C(C(=O)OCC(Cl)(Cl)Cl)N1C(C(C1=O)NC(CC1=CC=CC=C1)=O)S(=O)Cl)=C (2,2,2-Trichlorethyl 3-Methyl-2-(2-chlorosulfinyl-4-oxo-3-phenylacetamido-1-azetidinyl)-3-butenoate). As a reaction SMILES: [C:1]1([CH2:7][C:8]([NH:10][C@@H:11]2[C:28](=[O:29])[N:13]3[CH:14]([C:20]([O:22][CH2:23][C:24]([Cl:27])([Cl:26])[Cl:25])=[O:21])[C:15]([CH3:19])([CH3:18])[S:16](=[O:17])[C@H:12]23)=[O:9])[CH:6]=[CH:5][CH:4]=[CH:3][CH:2]=1.[Cl:30]N1C(=O)CCC1=O>C1(C)C=CC=CC=1>[CH3:18][C:15](=[CH2:19])[CH:14]([N:13]1[C:28](=[O:29])[CH:11]([NH:10][C:8](=[O:9])[CH2:7][C:1]2[CH:6]=[CH:5][CH:4]=[CH:3][CH:2]=2)[CH:12]1[S:16]([Cl:30])=[O:17])[C:20]([O:22][CH2:23][C:24]([Cl:27])([Cl:26])[Cl:25])=[O:21]. Procedure: A solution of 500 mg. of 2,2,2-trichloroethyl 6β-phenylacetamido-2,2-dimethylpenam-3-carboxylate-1-oxide and 134 mg. of N-chlorosuccinimide in 40 ml. of dry toluene was refluxed for 90 minutes. The mixture was cooled, washed with H2O and brine, dried over MgSO4, and the solvent was evaporated on a rotavapor. The title compound was recovered as a colorless foam. Procedure details: 5-Fluoro-N3-methylpyridine-2,3-diamine (0.399 g, 2.83 mmol) and 1,1′-carbonyldiimidazole (0.917 g, 5.65 mmol) were mixed in THF (12 mL). The reaction mixture was stirred at 60° C. for 3 h. The reaction mixture was diluted with saturated aqueous sodium bicarbonate and extracted three times with EtOAc. The combined organic layers were washed with saturated aqueous sodium chloride, dried over magnesium sulfate, filtered, and concentrated in vacuo. The resulting crude brown solid was triturated with... Starting materials: FC=1C=C(C(=NC1)N)NC (5-Fluoro-N3-methylpyridine-2,3-diamine), C(=O)(N1C=NC=C1)N1C=NC=C1 (1,1′-carbonyldiimidazole), C1CCOC1 (THF). Product: FC=1C=C2C(=NC1)NC(N2C)=O (6-fluoro-1-methyl-1H-imidazo[4,5-b]pyridin-2(3H)-one). Isolated yield 64.3%. As a reaction SMILES: [F:1][C:2]1[CH:3]=C(NC)C(N)=[N:6][CH:7]=1.[C:11]([N:18]1[CH:22]=[CH:21][N:20]=[CH:19]1)(N1C=CN=C1)=O.C1C[O:26]CC1>C(=O)(O)[O-].[Na+]>[F:1][C:2]1[CH:3]=[C:22]2[N:18]([CH3:11])[C:19](=[O:26])[NH:20][C:21]2=[N:6][CH:7]=1 |f:3.4|. Run at temperature 60 celsius, time 3 hour. Solvent: C([O-])(O)=O.[Na+] (sodium bicarbonate). The reactants are O (water), CSC1=NC=C(C(=N1)NCCC)C(=O)O (2-methylthio-4-n-propylaminopyrimidine-5-carboxylic acid), C(=O)(N1C=NC=C1)N1C=NC=C1 (carbonyldiimidazole), O.NN (hydrazine monohydrate). The solvent is C1CCOC1 (THF), C1CCOC1 (THF). Conditions: time 1.5 hour. Product: CSC1=NC=C(C(=N1)NCCC)C(=O)NN (2-methylthio-4-n-propylaminopyrimidine-5-carbohydrazide). Isolated yield 84.0%. Reaction SMILES: [CH3:1][S:2][C:3]1[N:8]=[C:7]([NH:9][CH2:10][CH2:11][CH3:12])[C:6]([C:13]([OH:15])=O)=[CH:5][N:4]=1.C(N1C=CN=C1)(N1C=CN=C1)=O.O.[NH2:29][NH2:30].O>C1COCC1>[CH3:1][S:2][C:3]1[N:8]=[C:7]([NH:9][CH2:10][CH2:11][CH3:12])[C:6]([C:13]([NH:29][NH2:30])=[O:15])=[CH:5][N:4]=1 |f:2.3|. Procedure: 2-Methylthio-4-n-propylaminopyrimidine-5-carboxylic acid (22.6 g) obtained in Step 1 was dissolved in THF (360 mL), then carbonyldiimidazole (16.9 g) was added thereto, followed by stirring at room temperature for 1.5 hours. Then, a THF (100 mL) solution of hydrazine monohydrate (14.5 mL) was added dropwise to the reaction mixture over 30 minutes, followed by stirring at room temperature for 2.5 hours. After completion of the reaction was confirmed by thin-layer chromatography, water was added t... Starting materials: H2TeO3, H2TeO4.2H2O, C(=O)([O-])[O-].[Ca+2] (CaCO3), Cl (HCl), H2TeO3, H2TeO3, [Te](O)(O)(=O)=O (telluric acid), [Te](O)(O)=O (tellurous acid), H2TeO4. Product: [Te](=O)(=O)([O-])[O-] (Tellurate), [Te](=O)([O-])[O-] (tellurite). Reaction SMILES: [Te:1](=[O:5])(=[O:4])([OH:3])[OH:2].[Te:6](=[O:9])([OH:8])[OH:7].Cl.C([O-])([O-])=O.[Ca+2]>>[Te:1]([O-:5])([O-:4])(=[O:3])=[O:2].[Te:6]([O-:9])([O-:8])=[O:7] |f:3.4|. Reported procedure: Tellurate or tellurite glasses are prepared by starting with either telluric acid or tellurous acid, respectively. Weigh out 688.92 gm H2TeO4.2H2O or 532.83 gm of H2TeO3. Dissolve in 1000 ml. For H2TeO4, heating may be used to effect dissolution, but for H2TeO3, the solution must be kept cold, i.e. -- below 10° C. (About 50-75 ml of concentrated HCl may be added to aid dissolution of the H2TeO3). Weigh out 100.1 gm CaCO3 and dissolve into the acid solution to form a clear solution.